This data is from the Open Reaction Database (ORD), a public repository of structured organic reaction records. The task is: describe an organic reaction: reactants, conditions, products, and yield Starting materials: OCC(C)(C)NC(=O)C=1C=NC(=NC1)C1(CCN(CC1)CC1=CC=CC=C1)C1=CC(=CC=C1)OC (2-[1-Benzyl-4-(3-methoxy-phenyl)-piperidin-4-yl]-pyrimidine-5-carboxylic acid (2-hydroxy-1,1-dimethyl-ethyl)-amide), C1(=CC=CC=C1)P(C1=CC=CC=C1)C1=CC=CC=C1 (triphenylphosphine), CCOC(=O)/N=N/C(=O)OCC (diethylazodicarboxylate). Solvent: O1CCCC1 (tetrahydrofuran). Run at time 3 hour. The product is C(C1=CC=CC=C1)N1CCC(CC1)(C1=CC(=CC=C1)OC)C1=NC=C(C=N1)C=1OCC(N1)(C)C (2-[1-Benzyl-4-(3-methoxy-phenyl)-piperidin-4-yl]-5-(4,4-dimethyl-4,5-dihydro-oxazol-2-yl)-pyrimidine). As a reaction SMILES: [OH:1][CH2:2][C:3]([NH:6][C:7]([C:9]1[CH:10]=[N:11][C:12]([C:15]2([C:28]3[CH:33]=[CH:32][CH:31]=[C:30]([O:34][CH3:35])[CH:29]=3)[CH2:20][CH2:19][N:18]([CH2:21][C:22]3[CH:27]=[CH:26][CH:25]=[CH:24][CH:23]=3)[CH2:17][CH2:16]2)=[N:13][CH:14]=1)=O)([CH3:5])[CH3:4].C1(P(C2C=CC=CC=2)C2C=CC=CC=2)C=CC=CC=1.CCOC(/N=N/C(OCC)=O)=O>O1CCCC1>[CH2:21]([N:18]1[CH2:17][CH2:16][C:15]([C:12]2[N:13]=[CH:14][C:9]([C:7]3[O:1][CH2:2][C:3]([CH3:4])([CH3:5])[N:6]=3)=[CH:10][N:11]=2)([C:28]2[CH:33]=[CH:32][CH:31]=[C:30]([O:34][CH3:35])[CH:29]=2)[CH2:20][CH2:19]1)[C:22]1[CH:27]=[CH:26][CH:25]=[CH:24][CH:23]=1. Procedure details: To a stirring solution of 2-[1-Benzyl-4-(3-methoxy-phenyl)-piperidin-4-yl]-pyrimidine-5-carboxylic acid (2-hydroxy-1,1-dimethyl-ethyl)-amide (350 mg, 0.745 mmol) and triphenylphosphine (290 mg, 1.11 mmol) in tetrahydrofuran (10 mL) at 0° C. was added diethylazodicarboxylate (0.174 mL, 1.11 mmol). The reaction slowly warmed to room temperature and stirred for 3 hours. The crude mixture was concentrated under reduce pressure and purified by flash chromatography with 2% MeOH/CH2Cl2 to afford 175 mg... Reactants: Brc1cncc(Br)c1, O=C([O-])[O-], c1ccc(CN2CCNCC2)cc1, [K+], [K+], CN(C)C=O, O. Product: Brc1cncc(N2CCN(Cc3ccccc3)CC2)c1. RXN SMILES: [Br:14][c:15]1[cH:16][n:17][cH:18][c:19]([Br:21])[cH:20]1.[C:22](=[O:23])([O-:24])[O-:25].[CH2:1]([c:2]1[cH:3][cH:4][cH:5][cH:6][cH:7]1)[N:8]1[CH2:9][CH2:10][NH:11][CH2:12][CH2:13]1.[K+:26].[K+:27].[O:28]=[CH:29][N:30]([CH3:31])[CH3:32].[OH2:33]>>[CH2:1]([c:2]1[cH:3][cH:4][cH:5][cH:6][cH:7]1)[N:8]1[CH2:9][CH2:10][N:11]([c:19]2[cH:18][n:17][cH:16][c:15]([Br:14])[cH:20]2)[CH2:12][CH2:13]1. Starting materials: C(C)(C)C1=CNC2=CC=C(C=C12)OC1=C(C=C(C=C1C(F)(F)F)C=CC(CCC(=O)OCC)=O)C(F)(F)F (Ethyl 5-{4-[(3-isopropyl-1H-indol-5-yl)oxy]-3,5-bis-trifluoromethylphenyl}-3-oxo-pent-4-ene-carboxylate). Reagents/catalysts: [Pd] (palladium). The solvent is CO (methanol). Yields the product C(C)(C)C1=CNC2=CC=C(C=C12)OC1=C(C=C(C=C1C(F)(F)F)CCC(CCC(=O)OCC)=O)C(F)(F)F (Ethyl 5-{4-[(3-isopropyl-1H-indol-5-yl)oxy]-3,5-bis-trifluoromethylphenyl}-3-oxo-pentane-carboxylate). As a reaction SMILES: [CH:1]([C:4]1[C:12]2[C:7](=[CH:8][CH:9]=[C:10]([O:13][C:14]3[C:19]([C:20]([F:23])([F:22])[F:21])=[CH:18][C:17]([CH:24]=[CH:25][C:26](=[O:34])[CH2:27][CH2:28][C:29]([O:31][CH2:32][CH3:33])=[O:30])=[CH:16][C:15]=3[C:35]([F:38])([F:37])[F:36])[CH:11]=2)[NH:6][CH:5]=1)([CH3:3])[CH3:2]>CO.[Pd]>[CH:1]([C:4]1[C:12]2[C:7](=[CH:8][CH:9]=[C:10]([O:13][C:14]3[C:19]([C:20]([F:23])([F:22])[F:21])=[CH:18][C:17]([CH2:24][CH2:25][C:26](=[O:34])[CH2:27][CH2:28][C:29]([O:31][CH2:32][CH3:33])=[O:30])=[CH:16][C:15]=3[C:35]([F:38])([F:36])[F:37])[CH:11]=2)[NH:6][CH:5]=1)([CH3:2])[CH3:3]. Procedure details: Analogously to the procedure of Example 25, 0.2 g (0.38 mmol) of 3-oxopentene-4-Carboxylic acid derivative from Example 26 is hydrogenated overnight in methanol with palladium on active carbon under a hydrogen atmosphere. The crude product is chromatographed on silica gel using toluene/ethyl acetate (10:1) in the isocratic mode. Starting materials: OC1=C2C(C=C(OC2=CC(=C1)O)C)=S (5,7-dihydroxy-2-methylthiochromone), C([O-])([O-])=O.[K+].[K+] (potassium carbonate), C(C)(C)I (isopropyl iodide), CN(C)C=O (DMF). Run in O (water). Yields the product OC1=C2C(C=C(OC2=CC(=C1)OC(C)C)C)=S (5-hydroxy-7-isopropoxy-2-methylthiochromone). Yield: 88.3%. RXN SMILES: [OH:1][C:2]1[CH:11]=[C:10]([OH:12])[CH:9]=[C:8]2[C:3]=1[C:4](=[S:14])[CH:5]=[C:6]([CH3:13])[O:7]2.C(=O)([O-])[O-].[K+].[K+].[CH:21](I)([CH3:23])[CH3:22].CN(C=O)C>O>[OH:1][C:2]1[CH:11]=[C:10]([O:12][CH:21]([CH3:23])[CH3:22])[CH:9]=[C:8]2[C:3]=1[C:4](=[S:14])[CH:5]=[C:6]([CH3:13])[O:7]2 |f:1.2.3|. Reported procedure: 6.88 g of 5,7-dihydroxy-2-methylthiochromone (30.35 mmol), 12.56 g of potassium carbonate (91.05 mmol), 6.07 ml of isopropyl iodide (60.70 mmol) and 150 ml DMF were stirred at 60° C. for 30 minutes. After addition of water, the reaction solution was extracted twice with ethyl acetate, and the organic layer was washed with saturated NaCl water and was then dried over sodium sulfate anhydride. The solvent was distilled off under reduced pressure, and the crude product was purified by flash column ... Reported procedure: The title compound was prepared from 5-cyclopropyl-3-methyl-1-(3-trifluoromethyl-phenyl)-1H-pyrazole-4-carboxylic acid (Example 181A) and (trans)-2-methyl-4-pyrrolidin-1-yl-piperidine dihydrochloride (example 199B) in direct analogy to the general procedure used in example 150. MS: 461.2 (MH+). Product: C1(CC1)C1=C(C(=NN1C1=CC(=CC=C1)C(F)(F)F)C)C(=O)N1[C@H](C[C@@H](CC1)N1CCCC1)C ([5-Cyclopropyl-3-methyl-1-(3-trifluoromethyl-phenyl)-1H-pyrazol-4-yl]-((trans)-2-methyl-4-pyrrolidin-1-yl-piperidin-1-yl)-methanone). Starting materials: C1(CC1)C1=C(C(=NN1C1=CC(=CC=C1)C(F)(F)F)C)C(=O)O (5-cyclopropyl-3-methyl-1-(3-trifluoromethyl-phenyl)-1H-pyrazole-4-carboxylic acid), Cl.Cl.C[C@@H]1NCC[C@H](C1)N1CCCC1 ((trans)-2-methyl-4-pyrrolidin-1-yl-piperidine dihydrochloride). Reaction SMILES: [CH:1]1([C:4]2[N:8]([C:9]3[CH:14]=[CH:13][CH:12]=[C:11]([C:15]([F:18])([F:17])[F:16])[CH:10]=3)[N:7]=[C:6]([CH3:19])[C:5]=2[C:20]([OH:22])=O)[CH2:3][CH2:2]1.Cl.Cl.[CH3:25][C@H:26]1[CH2:31][C@H:30]([N:32]2[CH2:36][CH2:35][CH2:34][CH2:33]2)[CH2:29][CH2:28][NH:27]1>>[CH:1]1([C:4]2[N:8]([C:9]3[CH:14]=[CH:13][CH:12]=[C:11]([C:15]([F:17])([F:16])[F:18])[CH:10]=3)[N:7]=[C:6]([CH3:19])[C:5]=2[C:20]([N:27]2[CH2:28][CH2:29][C@@H:30]([N:32]3[CH2:36][CH2:35][CH2:34][CH2:33]3)[CH2:31][C@@H:26]2[CH3:25])=[O:22])[CH2:2][CH2:3]1 |f:1.2.3|. Reactants: O=C1CCC(=O)N1Br, O=C(OOC(=O)c1ccccc1)c1ccccc1, Cc1cc2nc(NC(=O)C(C)(C)C)[nH]c(=O)c2c2ccccc12, c1ccccc1. The product is CC(C)(C)C(=O)Nc1nc2cc(CBr)c3ccccc3c2c(=O)[nH]1. As a reaction SMILES: [Br:24][N:25]1[C:26](=[O:27])[CH2:28][CH2:29][C:30]1=[O:31].[C:32]([O:33][O:34][C:35](=[O:36])[c:37]1[cH:38][cH:39][cH:40][cH:41][cH:42]1)(=[O:43])[c:44]1[cH:45][cH:46][cH:47][cH:48][cH:49]1.[CH3:1][c:2]1[c:3]2[c:4]([c:5]3[c:6](=[O:19])[nH:7][c:8]([NH:12][C:13]([C:14]([CH3:15])([CH3:16])[CH3:17])=[O:18])[n:9][c:10]3[cH:11]1)[cH:20][cH:21][cH:22][cH:23]2.[cH:50]1[cH:51][cH:52][cH:53][cH:54][cH:55]1>>[CH2:1]([c:2]1[c:3]2[c:4]([c:5]3[c:6](=[O:19])[nH:7][c:8]([NH:12][C:13]([C:14]([CH3:15])([CH3:16])[CH3:17])=[O:18])[n:9][c:10]3[cH:11]1)[cH:20][cH:21][cH:22][cH:23]2)[Br:24]. The reactants are C([O-])([O-])=O.[K+].[K+] (potassium carbonate), N1N=C(C=C1)B(O)O (B-(1H-pyrazol-3-yl)boronic acid), COCCOC (1,2-dimethoxyethane), IC=1C=CC2=C(CCCO2)C1 (3,4-dihydro-6-iodo-2H-1-benzopyran). Reagents/catalysts: Cl[Pd]([P](C1=CC=CC=C1)(C2=CC=CC=C2)C3=CC=CC=C3)([P](C4=CC=CC=C4)(C5=CC=CC=C5)C6=CC=CC=C6)Cl (bis(triphenylphosphine)palladium(II) dichloride). Solvent: O1CCCC1 (tetrahydrofuran), O (water). Run at temperature 90 celsius. Yields the product O1CCCC2=C1C=CC(=C2)C2=NNC=C2 (3-(3,4-dihydro-2H-1-benzopyran-6-yl)-1H-pyrazole). Yield: 14.0%. As a reaction SMILES: [NH:1]1[CH:5]=[CH:4][C:3](B(O)O)=[N:2]1.COCCOC.I[C:16]1[CH:17]=[CH:18][C:19]2[O:24][CH2:23][CH2:22][CH2:21][C:20]=2[CH:25]=1.C(=O)([O-])[O-].[K+].[K+]>O1CCCC1.Cl[Pd](Cl)([P](C1C=CC=CC=1)(C1C=CC=CC=1)C1C=CC=CC=1)[P](C1C=CC=CC=1)(C1C=CC=CC=1)C1C=CC=CC=1.O>[O:24]1[C:19]2[CH:18]=[CH:17][C:16]([C:3]3[CH:4]=[CH:5][NH:1][N:2]=3)=[CH:25][C:20]=2[CH2:21][CH2:22][CH2:23]1 |f:3.4.5,^1:39,58|. Reported procedure: To a solution of B-(1H-pyrazol-3-yl)boronic acid (400 mg, 3.57 mmol) in a mixture of tetrahydrofuran (THF), 1,2-dimethoxyethane and water (1:2:1), was added 3,4-dihydro-6-iodo-2H-1-benzopyran (1.53 g, 5.88 mmol; prepared according to Muraki et al., Tetrahedron Lett. 1996, 37, 2441) under nitrogen atmosphere. Then potassium carbonate (980 mg, 7.14 mmol) and bis(triphenylphosphine)palladium(II) dichloride (120 mg, 0.017 mmol) were added, and the reaction mixture was heated at 90° C. for 3 h. The r... Starting materials: NC=1C(=C(C(=CC1Cl)NC(C(CC)OC1=C(C=C(C=C1)C(C)(C)CC)C(C)(C)CC)=O)O)[N+](=O)[O-] (3-amino-4-chloro-2-nitro-6-[2-(2,4-di-t-amylphenoxy)butanoylamino]phenol), ( 4 ), S(=O)([O-])S(=O)[O-].[Na+].[Na+] (sodium hydrosulfite), O (water). Run in C(C)(C)O (isopropanol). Product: ClC1=CC(=C(C=2C1=NC(CC(N2)=O)=O)O)NC(C(CC)OC2=C(C=C(C=C2)C(C)(C)CC)C(C)(C)CC)=O (9-Chloro-7-[2-(2,4-di-t-amylphenoxy)butanoylamino]-6-hydroxy-1,5-benzodiazepin-2,4-dione). As a reaction SMILES: [NH2:1][C:2]1[C:3]([N+:33]([O-])=O)=[C:4]([OH:32])[C:5]([NH:9][C:10](=[O:31])[CH:11]([O:14][C:15]2[CH:20]=[CH:19][C:18]([C:21]([CH2:24][CH3:25])([CH3:23])[CH3:22])=[CH:17][C:16]=2[C:26]([CH2:29][CH3:30])([CH3:28])[CH3:27])[CH2:12][CH3:13])=[CH:6][C:7]=1[Cl:8].S(S([O-])=O)([O-])=O.[Na+].[Na+].[OH2:44]>C(O)(C)C>[Cl:8][C:7]1[C:2]2=[N:1][C:11](=[O:14])[CH2:12][C:13](=[O:44])[N:33]=[C:3]2[C:4]([OH:32])=[C:5]([NH:9][C:10](=[O:31])[CH:11]([O:14][C:15]2[CH:20]=[CH:19][C:18]([C:21]([CH2:24][CH3:25])([CH3:22])[CH3:23])=[CH:17][C:16]=2[C:26]([CH2:29][CH3:30])([CH3:28])[CH3:27])[CH2:12][CH3:13])[CH:6]=1 |f:1.2.3|. Procedure: In a mixture of 200 ml of water and 40 ml of isopropanol was dispersed 20 g of the 3-amino-4-chloro-2-nitro-6-[2-(2,4-di-t-amylphenoxy)butanoylamino]phenol prepared in (4) above, and 100 g of sodium hydrosulfite was slowly added to the dispersion while stirring and heating on a steam bath. After refluxing, the reaction mixture was concentrated, and the precipitated solid was collected by filtration, washed with water, and dried to provide 17 g of the desired compound. Reactants: [OH-].[Na+] (sodium hydroxide), C(CCCCCCCCCC)Br (undecyl bromide), OC=1C=C(C=CC1)CCCO (3-(3-hydroxyphenyl)propanol). Run in C(C)O (ethanol), C(C)O (ethanol). Reaction conditions: temperature 70 celsius, time 12 hour. Yields the product C(CCCCCCCCCC)OC=1C=C(C=CC1)CCCO (3-(3-undecyloxyphenyl)propanol). The yield is 80.3%. Reaction SMILES: [OH-].[Na+].[CH2:3](Br)[CH2:4][CH2:5][CH2:6][CH2:7][CH2:8][CH2:9][CH2:10][CH2:11][CH2:12][CH3:13].[OH:15][C:16]1[CH:17]=[C:18]([CH2:22][CH2:23][CH2:24][OH:25])[CH:19]=[CH:20][CH:21]=1>C(O)C>[CH2:3]([O:15][C:16]1[CH:17]=[C:18]([CH2:22][CH2:23][CH2:24][OH:25])[CH:19]=[CH:20][CH:21]=1)[CH2:4][CH2:5][CH2:6][CH2:7][CH2:8][CH2:9][CH2:10][CH2:11][CH2:12][CH3:13] |f:0.1|. Procedure: A 15 N aqueous sodium hydroxide solution (2 ml) and a solution (10 ml) of 8.0 g of undecyl bromide in ethanol was added to a solution (30 ml) of 4.56 g of 3-(3-hydroxyphenyl)propanol in ethanol and the mixture was stirred at 70° C. for 12 hours. The solvent was distilled away and the residue was extracted with ethyl acetate. The extract was washed with saturated sodium hydrogencarbonate and brine, and dried over magnesium sulfate. The solvent was distilled away and the residue was purified by si... The reactants are C(CCC)[Li] (n-butyllithium), C1(=CC=CC=C1)C(CCOCCO)C1=CC=CC=C1 (2-(3,3-diphenyl-1-propyloxy)ethanol), C([O-])([O-])=O.[K+].[K+] (potassium carbonate), N1C[C@@H](CCC1)C(=O)OCC (ethyl (R)-3-piperidinecarboxylate), C1(=CC=C(C=C1)S(=O)(=O)Cl)C (p-toluenesulphonyl chloride). The solvent is O (water), hexanes, C1CCOC1 (THF). Reaction conditions: time 0.5 hour. Product: C(C)OC(=O)[C@H]1CN(CCC1)CCOCCC(C1=CC=CC=C1)C1=CC=CC=C1 ((R)-N-(2-(3,3-Diphenyl-1-propyloxy)ethyl)-3-piperidinecarboxylic acid ethyl ester). Reaction SMILES: [C:1]1([CH:7]([C:14]2[CH:19]=[CH:18][CH:17]=[CH:16][CH:15]=2)[CH2:8][CH2:9][O:10][CH2:11][CH2:12]O)[CH:6]=[CH:5][CH:4]=[CH:3][CH:2]=1.C([Li])CCC.C1(C)C=CC(S(Cl)(=O)=O)=CC=1.C(=O)([O-])[O-].[K+].[K+].[NH:42]1[CH2:47][CH2:46][CH2:45][C@@H:44]([C:48]([O:50][CH2:51][CH3:52])=[O:49])[CH2:43]1>C1COCC1.O>[CH2:51]([O:50][C:48]([C@@H:44]1[CH2:45][CH2:46][CH2:47][N:42]([CH2:12][CH2:11][O:10][CH2:9][CH2:8][CH:7]([C:1]2[CH:2]=[CH:3][CH:4]=[CH:5][CH:6]=2)[C:14]2[CH:15]=[CH:16][CH:17]=[CH:18][CH:19]=2)[CH2:43]1)=[O:49])[CH3:52] |f:3.4.5|. Reported procedure: A solution of 2-(3,3-diphenyl-1-propyloxy)ethanol (2.5 g, 0.010 mol) in dry THF (20 ml) was placed on an ice-bath and a solution of n-butyllithium in hexanes (4.0 ml, 2.5 M) was added dropwise under an atmosphere of nitrogen. When addition was complete the reaction mixture was stirred at room temperature for 0.5 h and then heated at reflux temperature for 1 h. The mixture was cooled to room temperature and p-toluenesulphonyl chloride (2.1 g, 0.011 mol) was added. The mixture was stirred at room ...